The task is: describe an organic reaction: reactants, conditions, products, and yield. This data is from the Open Reaction Database (ORD), a public repository of structured organic reaction records. The reactants are O (water), C1(=CC=CC=C1)C (toluene), [Cl-].NC1=CC(=CC2=[O+]C3=CC(=C(C=C3N=C12)C)N(CC)CC)N (1,3-diamino-7-diethylamino-8-methylphenoxazin-5-ium chloride), C(C)(=O)OC(C)=O (acetic anhydride), N1=CC=CC=C1 (pyridine). Reagents/catalysts: [Zn] (zinc). Yields the product CN1C=NC=2C(=CC=3OC=4C=C(C(=CC4NC3C21)C)N(CC)CC)NC(C)=O (1,9-dimethyl-4-acetamido-8-diethylaminoimidazophenoxazine). As a reaction SMILES: [Cl-].[NH2:2][C:3]1[C:16]2[C:7](=[O+:8][C:9]3[C:14]([N:15]=2)=[CH:13][C:12]([CH3:17])=[C:11]([N:18]([CH2:21][CH3:22])[CH2:19][CH3:20])[CH:10]=3)[CH:6]=[C:5]([NH2:23])[CH:4]=1.[C:24]([O:27]C(=O)C)(=O)[CH3:25].[N:31]1C=CC=C[CH:32]=1.O.[C:38]1(C)C=CC=CC=1>[Zn]>[CH3:38][N:2]1[C:3]2[C:16]3[NH:15][C:14]4[CH:13]=[C:12]([CH3:17])[C:11]([N:18]([CH2:21][CH3:22])[CH2:19][CH3:20])=[CH:10][C:9]=4[O:8][C:7]=3[CH:6]=[C:5]([NH:23][C:24](=[O:27])[CH3:25])[C:4]=2[N:31]=[CH:32]1 |f:0.1|. Reported procedure: A mixture of 10.0 g of 1,3-diamino-7-diethylamino-8-methylphenoxazin-5-ium chloride (Brilliant Cresyl Blue, Eastman Kodak), 50.0 ml of acetic anhydride, 10.0 g of zinc dust and 10.0 ml of pyridine was maintained at 85° to 90° C. for approximately one hour. After cooling to room temperature, the reaction mixture was poured into a mixture of water and toluene and the resulting water layer was separated and discarded. The toluene solution was washed twice, first with water and then with saturated s... As a reaction SMILES: [H-].[Na+].[CH3:3][O:4][C:5]([C:7]1[CH:26]=[CH:25][C:10]([CH2:11][CH:12]([C:19]([O:21][CH2:22][CH:23]=[CH2:24])=[O:20])[C:13]([O:15][CH2:16][CH:17]=[CH2:18])=[O:14])=[CH:9][CH:8]=1)=[O:6].Br[CH2:28][CH2:29][C:30]1[CH:37]=[CH:36][C:33]([C:34]#[N:35])=[CH:32][CH:31]=1.O>CN(C=O)C>[C:34]([C:33]1[CH:36]=[CH:37][C:30]([CH2:29][CH2:28][C:12]([CH2:11][C:10]2[CH:9]=[CH:8][C:7]([C:5]([O:4][CH3:3])=[O:6])=[CH:26][CH:25]=2)([C:19]([O:21][CH2:22][CH:23]=[CH2:24])=[O:20])[C:13]([O:15][CH2:16][CH:17]=[CH2:18])=[O:14])=[CH:31][CH:32]=1)#[N:35] |f:0.1|. Procedure details: 6.70 g (0.17 mol) of sodium hydride are added in portions to a solution of 55.71 g (0.17 mol) of diallyl 2-(4-methoxycarbonylbenzyl)malonate from Example 12A in 34 ml of DMF at 0° C. The reaction solution is then allowed to reach room temperature and is stirred for 1 hour. The reaction solution is then cooled to 0° C., 42.98 g (0.20 mol) of 4-(2-bromoethyl)benzonitrile from Example 8A in 21 ml of DMF are added, and the mixture is stirred at this temperature for 30 min. The mixture is subsequentl... Run in CN(C)C=O (DMF), CN(C)C=O (DMF). Isolated yield 45.9%. The product is C(#N)C1=CC=C(C=C1)CCC(C(=O)OCC=C)(C(=O)OCC=C)CC1=CC=C(C=C1)C(=O)OC (Diallyl 2-[2-(4-cyanophenyl)ethyl]-2-(4-methoxycarbonylbenzyl)malonate). Conditions: temperature 0 celsius, time 1 hour. Starting materials: BrCCC1=CC=C(C#N)C=C1 (4-(2-Bromoethyl)benzonitrile), O (Water), [H-].[Na+] (sodium hydride), COC(=O)C1=CC=C(CC(C(=O)OCC=C)C(=O)OCC=C)C=C1 (Diallyl 2-(4-methoxycarbonylbenzyl)malonate). Product: N#Cc1nn(-c2c(Cl)cc(C(F)(F)F)cc2Cl)cc1C(=O)C(F)(F)F. Reaction SMILES: [CH3:34][CH2:35][CH2:36][CH2:37][CH2:38][CH3:39].[Cl:40][CH2:41][Cl:42].[N:1]([O:2][C:3]([CH3:4])([CH3:5])[CH3:6])=[O:7].[NH2:8][c:9]1[c:10]([C:28]([C:29]([F:30])([F:31])[F:32])=[O:33])[c:11]([C:26]#[N:27])[n:12][n:13]1-[c:14]1[c:15]([Cl:25])[cH:16][c:17]([C:21]([F:22])([F:23])[F:24])[cH:18][c:19]1[Cl:20].[O:43]1[CH2:44][CH2:45][CH2:46][CH2:47]1>>[cH:9]1[c:10]([C:28]([C:29]([F:30])([F:31])[F:32])=[O:33])[c:11]([C:26]#[N:27])[n:12][n:13]1-[c:14]1[c:15]([Cl:25])[cH:16][c:17]([C:21]([F:22])([F:23])[F:24])[cH:18][c:19]1[Cl:20]. Starting materials: CCCCCC, ClCCl, CC(C)(C)ON=O, N#Cc1nn(-c2c(Cl)cc(C(F)(F)F)cc2Cl)c(N)c1C(=O)C(F)(F)F, C1CCOC1. Reported procedure: In a flask were placed 250.0 g (1.80 moles) of 2,6-difluorobenzonitrile, 129.8 g of (1.80 moles) of methallyl alcohol, and 1500 mL of dimethyl sulfoxide. This mixture was stirred vigorously while 124.76 g (1.89 moles) of 85% powdered potassium hydroxide was added in portions. This addition required 2 hours during which the temperature was maintained below 45° C. The reaction mixture was stirred at ambient temperature for approximately 21 hours. At the conclusion of this period the mixture was po... The reactants are FC1=C(C#N)C(=CC=C1)F (2,6-difluorobenzonitrile), ice water, C(C(C)=C)O (methallyl alcohol), [OH-].[K+] (potassium hydroxide). The solvent is CS(=O)C (dimethyl sulfoxide). The yield is 88.0%. Reaction SMILES: F[C:2]1[CH:9]=[CH:8][CH:7]=[C:6]([F:10])[C:3]=1[C:4]#[N:5].[CH2:11]([OH:15])[C:12](=[CH2:14])[CH3:13].[OH-].[K+]>CS(C)=O>[F:10][C:6]1[C:3]([C:4]#[N:5])=[C:2]([O:15][CH2:11][C:12]([CH3:14])=[CH2:13])[CH:9]=[CH:8][CH:7]=1 |f:2.3|. The product is FC1=CC=CC(=C1C#N)OCC(=C)C (6-fluoro-2-(2-methyl-2-propen-1-yloxy)benzonitrile). Starting materials: Cl.C(#N)CNC(=O)[C@H]1NC[C@@H](C1)S(=O)(=O)C1=C(C=CC=C1)Cl ((2S,4R)-4-(2-chloro-benzenesulfonyl)-pyrrolidine-2-carboxylic acid cyanomethyl-amide hydrochloride), C(CC)(=O)O (propionic acid), A1. Yields the product C(#N)CNC(=O)[C@H]1N(C[C@@H](C1)S(=O)(=O)C1=C(C=CC=C1)Cl)C(CC)=O ((2S,4R)-4-(2-chloro-benzenesulfonyl)-1-propionyl-pyrrolidine-2-carboxylic acid cyanomethyl-amide). Reaction SMILES: Cl.[C:2]([CH2:4][NH:5][C:6]([C@@H:8]1[CH2:12][C@@H:11]([S:13]([C:16]2[CH:21]=[CH:20][CH:19]=[CH:18][C:17]=2[Cl:22])(=[O:15])=[O:14])[CH2:10][NH:9]1)=[O:7])#[N:3].[C:23](O)(=[O:26])[CH2:24][CH3:25]>>[C:2]([CH2:4][NH:5][C:6]([C@@H:8]1[CH2:12][C@@H:11]([S:13]([C:16]2[CH:21]=[CH:20][CH:19]=[CH:18][C:17]=2[Cl:22])(=[O:14])=[O:15])[CH2:10][N:9]1[C:23](=[O:26])[CH2:24][CH3:25])=[O:7])#[N:3] |f:0.1|. Procedure details: (2S,4R)-4-(2-chloro-benzenesulfonyl)-pyrrolidine-2-carboxylic acid cyanomethyl-amide hydrochloride from experiment K1 was coupled with propionic acid in analogy to experiment A1 to give (2S,4R)-4-(2-chloro-benzenesulfonyl)-1-propionyl-pyrrolidine-2-carboxylic acid cyanomethyl-amide as a colorless oil. MS: 384.1 [M+H]+.